Dataset: the Open Reaction Database (ORD), a public repository of structured organic reaction records. Task: describe an organic reaction: reactants, conditions, products, and yield The reactants are OCCO, N#C[K], CCOC(=O)c1ncn2c1C1CCCN1C(=O)c1sccc1-2. The product is O=C(OCCO)c1ncn2c1C1CCCN1C(=O)c1sccc1-2. As a reaction SMILES: [CH2:26]([OH:27])[CH2:29][OH:28].[K:23][C:24]#[N:25].[O:1]=[C:2]1[c:3]2[c:4]([cH:20][cH:21][s:22]2)-[n:5]2[c:6]([c:12]([C:15](=[O:16])[O:17][CH2:18][CH3:19])[n:13][cH:14]2)[CH:7]2[N:8]1[CH2:9][CH2:10][CH2:11]2>>[O:1]=[C:2]1[c:3]2[c:4]([cH:20][cH:21][s:22]2)-[n:5]2[c:6]([c:12]([C:15](=[O:16])[O:17][CH2:18][CH2:19][OH:28])[n:13][cH:14]2)[CH:7]2[N:8]1[CH2:9][CH2:10][CH2:11]2. The reactants are C1CCOC1, Clc1ncc(Br)cn1, [H-], [Na+], O, CCS(=O)(=O)Nc1ncnc(OCCO)c1-c1ccc(C)cc1, O=C(O)CC(O)(CC(=O)O)C(=O)O. Product: CCS(=O)(=O)Nc1ncnc(OCCOc2ncc(Br)cn2)c1-c1ccc(C)cc1. As a reaction SMILES: [CH2:47]1[O:48][CH2:49][CH2:50][CH2:51]1.[Cl:26][c:27]1[n:28][cH:29][c:30]([Br:33])[cH:31][n:32]1.[H-:24].[Na+:25].[OH2:52].[OH:1][CH2:2][CH2:3][O:4][c:5]1[c:6](-[c:17]2[cH:18][cH:19][c:20]([CH3:23])[cH:21][cH:22]2)[c:7]([NH:11][S:12](=[O:13])(=[O:14])[CH2:15][CH3:16])[n:8][cH:9][n:10]1.[OH:34][C:35]([CH2:36][C:37]([C:38](=[O:39])[OH:40])([CH2:41][C:42](=[O:43])[OH:44])[OH:45])=[O:46]>>[O:1]([CH2:2][CH2:3][O:4][c:5]1[c:6](-[c:17]2[cH:18][cH:19][c:20]([CH3:23])[cH:21][cH:22]2)[c:7]([NH:11][S:12](=[O:13])(=[O:14])[CH2:15][CH3:16])[n:8][cH:9][n:10]1)[c:27]1[n:28][cH:29][c:30]([Br:33])[cH:31][n:32]1. Starting materials: [NH+]1=CC=CC2=CC=CC=C12 (quinolinium), N1=CC=CC2=CC=CC=C12 (quinoline), solid, [Cr](=O)(=O)([O-])O[Cr](=O)(=O)[O-] (dichromate), C([O-])(O)=O.[Na+] (sodium bicarbonate), C(C=C)#N (acrylonitrile). Solvent: CN(C=O)C (N,N-dimethylformamide). Conditions: temperature 93 celsius. Yields the product C(#N)C=1C=C(N2C1C=CC1=CC=CC=C21)C(=O)C2=NC=CC=C2 (3-Cyano-1-(pyridine-2-carbonyl)-pyrrolo[1,2-a]quinoline). As a reaction SMILES: [NH+:1]1[C:10]2[C:5](=[CH:6][CH:7]=[CH:8][CH:9]=2)[CH:4]=[CH:3][CH:2]=1.[N:11]1[C:20]2[C:15](=[CH:16][CH:17]=[CH:18][CH:19]=2)[CH:14]=[CH:13][CH:12]=1.[Cr](O[Cr]([O-])(=O)=O)([O-])(=O)=O.C(=O)(O)[O-:31].[Na+].[C:35](#[N:38])C=C>CN(C)C=O>[C:35]([C:16]1[CH:17]=[C:18]([C:19]([C:20]2[CH:15]=[CH:14][CH:13]=[CH:12][N:11]=2)=[O:31])[N:1]2[C:10]3[C:5](=[CH:6][CH:7]=[CH:8][CH:9]=3)[CH:4]=[CH:3][C:2]=12)#[N:38] |f:3.4|. Reported procedure: A stirred solution of 2-acetylpyridine (450 μL, 4.02 mmol), quinoline (5.0 mL, 42 mmol) and iodine (1.02 g, 4.01 mmol) was refluxed at 105° C. for 2 h under argon. The solution was cooled to room temperature and was concentrated by rotary evaporation in a water bath at 75° C. The residue was dissolved in ethanol (4 mL) and precipitated out by the addition of ethyl acetate (20 mL). The precipitate was filtered and dried in vacuo to yield 384 mg of a brownish-green solid as mixture of the product ... Starting materials: C(C)(=O)OC1=C2C(=C3NC4=CC=CC=C4S(C3=C1)(=O)=O)C=CC=C2 (5-acetoxy-12H-benzo[a]phenothiazine-7,7-dioxide), C(C)(=O)O (acetic acid), O (water), [OH-].[Na+] (sodium hydroxide). Run in CO (methanol). Reaction conditions: time 7 minute. Yields the product OC1=C2C(=C3NC4=CC=CC=C4S(C3=C1)(=O)=O)C=CC=C2 (5-hydroxy-12H-benzo[a]phenothiazine-7,7 dioxide). Yield: 98.2%. As a reaction SMILES: C([O:4][C:5]1[CH:18]=[C:17]2[C:8]([NH:9][C:10]3[C:15]([S:16]2(=[O:20])=[O:19])=[CH:14][CH:13]=[CH:12][CH:11]=3)=[C:7]2[CH:21]=[CH:22][CH:23]=[CH:24][C:6]=12)(=O)C.[OH-].[Na+].C(O)(=O)C.O>CO>[OH:4][C:5]1[CH:18]=[C:17]2[C:8]([NH:9][C:10]3[C:15]([S:16]2(=[O:20])=[O:19])=[CH:14][CH:13]=[CH:12][CH:11]=3)=[C:7]2[CH:21]=[CH:22][CH:23]=[CH:24][C:6]=12 |f:1.2|. Procedure: To a suspension of 5-acetoxy-12H-benzo[a]phenothiazine-7,7-dioxide (6.6 g) in methanol (200 ml), kept under a nitrogen atmosphere was added 2N aqueous sodium hydroxide solution (132 ml). The mixture was stirred at room temperature for 7 minutes, then there was added 10% acetic acid (200 ml) and water (300 ml). After 10 minutes of stirring the mixture was filtered to afford the title compound (5.68 g) as a pink solid. The solid was recrystallized from THF, m.p. 334° C. (dec). Starting materials: C1CNC1, Cc1ccc(S(=O)(=O)OCC2COc3c(Cl)cc(S(C)(=O)=O)cc3O2)cc1. Product: CS(=O)(=O)c1cc(Cl)c2c(c1)OC(CN1CCC1)CO2. As a reaction SMILES: [CH2:28]1[CH2:29][NH:30][CH2:31]1.[CH3:1][c:2]1[cH:3][cH:4][c:5]([S:6]([O:7][CH2:12][CH:13]2[CH2:14][O:15][c:16]3[c:17]([cH:19][c:20]([S:24](=[O:25])(=[O:26])[CH3:27])[cH:21][c:22]3[Cl:23])[O:18]2)(=[O:8])=[O:9])[cH:10][cH:11]1>>[CH2:12]([CH:13]1[CH2:14][O:15][c:16]2[c:17]([cH:19][c:20]([S:24](=[O:25])(=[O:26])[CH3:27])[cH:21][c:22]2[Cl:23])[O:18]1)[N:30]1[CH2:29][CH2:28][CH2:31]1. Starting materials: N=1C(OC)=CC=CC1OC. Reagents/catalysts: O1B(OC(C)(C)C1(C)C)B2OC(C)(C)C(O2)(C)C, N=1C=CC=CC1N2B(NC=3C=CC=CC32)B4NC=5C=CC=CC5N4C6=NC=CC=C6, C[OH2+].C[OH2+].C1CC=CCCC=C1.C1CC=CCCC=C1.[Ir].[Ir]. The solvent is O(C)C1CCCC1. Run at temperature 100 celsius, time 16 hour. The product is N=1C(OC)=CC(=CC1OC)B2OC(C)(C)C(O2)(C)C. Isolated yield 69.0%. Procedure: The general procedure A was followed using 2,6-dimethoxypyridine (69.6 mg, 0.5 mmol) and B2pin2 (126.9 mg, 0.5 mmol, 1.0 eq.) as starting material. The resulting mixture was allowed to stir 16 hours at 100 oC. 5x was obtained as white solid (91.5 mg, 69%) after purification by silica gel flash chromatography (Acetone/PE=1:5 v/v). m.p.: 97-99 oC.